Dataset: the Open Reaction Database (ORD), a public repository of structured organic reaction records. Task: describe an organic reaction: reactants, conditions, products, and yield Reactants: CCOC(=O)N1CCN(C(=O)C(CC(N)=O)NC(=O)c2cc(OC3CCCC3)nc(-c3ccccc3)n2)CC1, ClCCl. Yields the product CCOC(=O)N1CCN(C(=O)C(CC#N)NC(=O)c2cc(OC3CCCC3)nc(-c3ccccc3)n2)CC1. RXN SMILES: [CH2:1]([CH3:2])[O:3][C:4](=[O:5])[N:6]1[CH2:7][CH2:8][N:9]([C:12]([CH:13]([CH2:14][C:15]([NH2:16])=[O:17])[NH:18][C:19](=[O:20])[c:21]2[n:22][c:23](-[c:33]3[cH:34][cH:35][cH:36][cH:37][cH:38]3)[n:24][c:25]([O:27][CH:28]3[CH2:29][CH2:30][CH2:31][CH2:32]3)[cH:26]2)=[O:39])[CH2:10][CH2:11]1.[Cl:40][CH2:41][Cl:42]>>[CH2:1]([CH3:2])[O:3][C:4](=[O:5])[N:6]1[CH2:7][CH2:8][N:9]([C:12]([CH:13]([CH2:14][C:15]#[N:16])[NH:18][C:19](=[O:20])[c:21]2[n:22][c:23](-[c:33]3[cH:34][cH:35][cH:36][cH:37][cH:38]3)[n:24][c:25]([O:27][CH:28]3[CH2:29][CH2:30][CH2:31][CH2:32]3)[cH:26]2)=[O:39])[CH2:10][CH2:11]1. The reactants are FC(C(=O)O)(F)F (Trifluoroacetic acid), ClC1=C(C(=C(C=C1)CNC(=O)C=1NC2=C(C=CC=C2C1)NC(OC(C)(C)C)=O)F)OC1=CC(=CC(=C1)C#N)Cl (1,1-dimethylethyl (2-{[({4-chloro-3-[(3-chloro-5-cyanophenyl)oxy]-2-fluorophenyl}methyl)amino]carbonyl}-1H-indol-7-yl)carbamate). Solvent: ClCCl (dichloromethane). Reaction conditions: time 8 hour. Product: NC=1C=CC=C2C=C(NC12)C(=O)NCC1=C(C(=C(C=C1)Cl)OC1=CC(=CC(=C1)C#N)Cl)F (7-amino-N-({4-chloro-3-[(3-chloro-5-cyanophenyl)oxy]-2-fluorophenyl}methyl)-1H-indole-2-carboxamide). The yield is 51.8%. As a reaction SMILES: FC(F)(F)C(O)=O.[Cl:8][C:9]1[CH:14]=[CH:13][C:12]([CH2:15][NH:16][C:17]([C:19]2[NH:20][C:21]3[C:26]([CH:27]=2)=[CH:25][CH:24]=[CH:23][C:22]=3[NH:28]C(=O)OC(C)(C)C)=[O:18])=[C:11]([F:36])[C:10]=1[O:37][C:38]1[CH:43]=[C:42]([C:44]#[N:45])[CH:41]=[C:40]([Cl:46])[CH:39]=1>ClCCl>[NH2:28][C:22]1[CH:23]=[CH:24][CH:25]=[C:26]2[C:21]=1[NH:20][C:19]([C:17]([NH:16][CH2:15][C:12]1[CH:13]=[CH:14][C:9]([Cl:8])=[C:10]([O:37][C:38]3[CH:43]=[C:42]([C:44]#[N:45])[CH:41]=[C:40]([Cl:46])[CH:39]=3)[C:11]=1[F:36])=[O:18])=[CH:27]2. Procedure details: Trifluoroacetic acid (0.028 mL, 0.369 mmol) was added to a solution of 1,1-dimethylethyl (2-{[({4-chloro-3-[(3-chloro-5-cyanophenyl)oxy]-2-fluorophenyl}methyl)amino]carbonyl}-1H-indol-7-yl)carbamate (0.021 g, 0.037 mmol) in dichloromethane. The mixture was stirred at RT overnight. The solvent was evaporated and the residue was purified by Reverse-Phase HPLC (water/acetonitrile with 0.1% TFA) to give the title compound (0.009 g, 45%) as a white solid. 1H NMR (400 MHz, DMSO-d6): δ ppm 11.46 (s, 1H... The reactants are C12(CC3CC(CC(C1)C3)C2)N=C=S (1-adamantyl isothiocyanate), N (ammonia). Run at time 48 hour. Yields the product C12(CC3CC(CC(C1)C3)C2)NC(=S)N (1-Adamantylthiourea). As a reaction SMILES: [C:1]12([N:11]=[C:12]=[S:13])[CH2:10][CH:5]3[CH2:6][CH:7]([CH2:9][CH:3]([CH2:4]3)[CH2:2]1)[CH2:8]2.[NH3:14]>>[C:1]12([NH:11][C:12]([NH2:14])=[S:13])[CH2:10][CH:5]3[CH2:6][CH:7]([CH2:9][CH:3]([CH2:4]3)[CH2:2]1)[CH2:8]2. Reported procedure: A mixture of 1-adamantyl isothiocyanate (4.83 g, 25.0 mmol, Aldrich) and ammonia (0.5 M solution in 1,4-dioxane, 100 mL, 50 mmol) was stirred at ambient temperature for 48 h. The solvents were removed in vacuo to give the title compound as a white solid. MS m/z: 211.1 (M+H)+. Reactants: ( 100 ), ( 3.28 ), CC(=CCC=1C=C(C=CC1O)C2=C(C(=O)C=3C(=CC(=CC3O2)O)O)O)C (isolicoflavonol), CO (MeOH), ( 3.55 ), [Na+].[Cl-] (NaCl), ( 74 ). Product: OC1=C(C=CC(=C1CC=C(C)C)O)CCCC1=CC=C(C=C1)O (1-(2,4-Dihydroxy-3-prenylphenyl)-3-(4-hydroxyphenyl)propane). Reaction SMILES: [Na+].[Cl-].[CH3:3][C:4]([CH3:28])=[CH:5][CH2:6][C:7]1[CH:8]=[C:9]([C:14]2O[C:23]3[CH:22]=[C:21]([OH:25])[CH:20]=[C:19](O)[C:18]=3[C:16](=O)[C:15]=2O)[CH:10]=[CH:11][C:12]=1[OH:13].C[OH:30]>>[OH:30][C:8]1[C:7]([CH2:6][CH:5]=[C:4]([CH3:28])[CH3:3])=[C:12]([OH:13])[CH:11]=[CH:10][C:9]=1[CH2:14][CH2:15][CH2:16][C:18]1[CH:19]=[CH:20][C:21]([OH:25])=[CH:22][CH:23]=1 |f:0.1|. Procedure: Brown powder; mp 115-116° C.; UV (MeOH) λmax (log ε) 279 (3.28), 232 (3.55) nm; IR (NaCl) γmax 3421, 2909, 1652, 1515 cm−1; 1H and 13C NMR data, see Table 3; HMBC correlations: H-1/C-1′, C-21, C-61; H-2/C-1′, C-1″; H-3/C-1″, C-2″; H-5′/C-1′, C-3′, C-4′; H-6′/C-1, C-2′, C-4′; H-2″/C-3, C-1″, C-4″; H-3″/C-1″, C-4″; H-1′″/C-2′, C-41; H-4′″ and H-5′″/C-2′″, C-3′″; EIMS m/z 312 (M+, 67), 257 (12), 191 (100), 135 (74); HREIMS m/z 312.1725, calcd for C20H24O3, 312.1725. Reactants: C([O-])([O-])=O.[Na+].[Na+] (sodium carbonate), BrC=1C=CC(=NC1)NC=1C(=NC(=CC1)C(F)(F)F)C ((5-Bromo-pyridin-2-yl)-(2-methyl-6-trifluoromethyl-pyridin-3-yl)-amine), COC(CC1CCC(CC1)C1=CC=C(C=C1)B1OC(C(O1)(C)C)(C)C)=O ({4-[4-(4,4,5,5-Tetramethyl-[1,3,2]dioxaborolan-2-yl)-phenyl]-cyclohexyl}-acetic acid methyl ester), PdCl2dppf. Run in COCCOC (DME). Conditions: temperature 80 celsius. The product is COC(CC1CCC(CC1)C1=CC=C(C=C1)C=1C=NC(=CC1)NC=1C(=NC(=CC1)C(F)(F)F)C)=O ((4-{4-[6-(2-Methyl-6-trifluoromethyl-pyridin-3-ylamino)-pyridin-3-yl]-phenyl}-cyclohexyl)-acetic acid methyl ester). As a reaction SMILES: Br[C:2]1[CH:3]=[CH:4][C:5]([NH:8][C:9]2[C:10]([CH3:19])=[N:11][C:12]([C:15]([F:18])([F:17])[F:16])=[CH:13][CH:14]=2)=[N:6][CH:7]=1.[CH3:20][O:21][C:22](=[O:45])[CH2:23][CH:24]1[CH2:29][CH2:28][CH:27]([C:30]2[CH:35]=[CH:34][C:33](B3OC(C)(C)C(C)(C)O3)=[CH:32][CH:31]=2)[CH2:26][CH2:25]1.C(=O)([O-])[O-].[Na+].[Na+]>COCCOC>[CH3:20][O:21][C:22](=[O:45])[CH2:23][CH:24]1[CH2:25][CH2:26][CH:27]([C:30]2[CH:31]=[CH:32][C:33]([C:2]3[CH:7]=[N:6][C:5]([NH:8][C:9]4[C:10]([CH3:19])=[N:11][C:12]([C:15]([F:18])([F:17])[F:16])=[CH:13][CH:14]=4)=[CH:4][CH:3]=3)=[CH:34][CH:35]=2)[CH2:28][CH2:29]1 |f:2.3.4|. Reported procedure: (5-Bromo-pyridin-2-yl)-(2-methyl-6-trifluoromethyl-pyridin-3-yl)-amine (290 mg, 0.87 mmol) and {4-[4-(4,4,5,5-Tetramethyl-[1,3,2]dioxaborolan-2-yl)-phenyl]-cyclohexyl}-acetic acid methyl ester (312 mg, 0.87 mmol) were dissolved in anhydrous DME (3 mL) in a pressure vessel. PdCl2dppf (21 mg, 0.026 mmol) was added, followed by aqueous sodium carbonate (2M, 0.870 mL, 1.74 mmol). The mixture was sparged with nitrogen for 10 minutes, then the vessel was sealed and heated at 80° C. for 18 hours. The m... Starting materials: Cl[O-].[Na+] (sodium hypochlorite), [OH-].[NH4+] (ammonium hydroxide), NC1=CC2=C(C(N1)=S)N=CN2[C@H]2[C@H](O)[C@H](O)[C@H](O2)CO (6-amino-1-β-D-ribofuranosylimidazo [4,5-c]pyridine-4(5H)-thione). Run in [OH-].[K+] (potassium hydroxide). Run at temperature 0 celsius, time 10 minute. The product is NC1=CC2=C(C(=N1)SN)N=CN2[C@H]2[C@H](O)[C@H](O)[C@H](O2)CO (6-Amino-1-β-D-ribofuranosylimidazo[4.5-c1pyridine-4 -sulfenamide). Reaction SMILES: Cl[O-].[Na+].[OH-].[NH4+:5].[NH2:6][C:7]1[NH:12][C:11](=[S:13])[C:10]2[N:14]=[CH:15][N:16]([C@@H:17]3[O:23][C@H:22]([CH2:24][OH:25])[C@@H:20]([OH:21])[C@H:18]3[OH:19])[C:9]=2[CH:8]=1>[OH-].[K+]>[NH2:6][C:7]1[N:12]=[C:11]([S:13][NH2:5])[C:10]2[N:14]=[CH:15][N:16]([C@@H:17]3[O:23][C@H:22]([CH2:24][OH:25])[C@@H:20]([OH:21])[C@H:18]3[OH:19])[C:9]=2[CH:8]=1 |f:0.1,2.3,5.6|. Procedure details: Aqueous sodium hypochlorite (5.25%, 4.6 mL, 3.2 mmol) was cooled to 0° C. Twelve mL of 1.4N ammonium hydroxide was added and stirred for 10 min at 0° C. A suspension of 6-amino-1-β-D-ribofuranosylimidazo [4,5-c]pyridine-4(5H)-thione 34, prepared as per P. D. Cook and R. K. Robins, J. Oro. Chem., 43, 189 (1978), (900 mg, 3 mmol) in 2N potassium hydroxide (1.5 mL) was added and stirred for 1.5 h at 0° C. The precipitate was collected by filtration, washed with water, EtOH, and acetone and dried at... Starting materials: O=C1OCCC1Br, [H-], Nc1ncnc2[nH]cc(-c3ccc(Oc4ccccc4)cc3)c12, [Na+], CN(C)C=O. Product: Nc1ncnc2c1c(-c1ccc(Oc3ccccc3)cc1)cn2C1CCOC1=O. RXN SMILES: [Br:26][CH:27]1[C:28](=[O:29])[O:30][CH2:31][CH2:32]1.[H-:24].[NH2:1][c:2]1[c:3]2[c:4]([n:5][cH:6][n:7]1)[nH:8][cH:9][c:10]2-[c:11]1[cH:12][cH:13][c:14]([O:17][c:18]2[cH:19][cH:20][cH:21][cH:22][cH:23]2)[cH:15][cH:16]1.[Na+:25].[O:33]=[CH:34][N:35]([CH3:36])[CH3:37]>>[NH2:1][c:2]1[c:3]2[c:4]([n:5][cH:6][n:7]1)[n:8]([CH:27]1[C:28](=[O:29])[O:30][CH2:31][CH2:32]1)[cH:9][c:10]2-[c:11]1[cH:12][cH:13][c:14]([O:17][c:18]2[cH:19][cH:20][cH:21][cH:22][cH:23]2)[cH:15][cH:16]1. The reactants are FC1=CC=C(C=C1)C=1N=C(N=NC1)NN (5-(p-fluorophenyl)-3-hydrazino-1,2,4-triazine), C(C)(OCC)([O-])[O-] (ethyl orthoacetate). Yields the product FC1=CC=C(C=C1)C1=NC=2N(N=C1)C(=NN2)C (7-(p-Fluorophenyl)-3-methyl-1,2,4-triazolo[4,3-b]-1,2,4-triazine). Reaction SMILES: [F:1][C:2]1[CH:7]=[CH:6][C:5]([C:8]2[N:9]=[C:10]([NH:14][NH2:15])[N:11]=[N:12][CH:13]=2)=[CH:4][CH:3]=1.[C:16]([O-])([O-])(OCC)[CH3:17]>>[F:1][C:2]1[CH:3]=[CH:4][C:5]([C:8]2[CH:13]=[N:12][N:11]3[C:16]([CH3:17])=[N:15][N:14]=[C:10]3[N:9]=2)=[CH:6][CH:7]=1. Reported procedure: A mixture of 0.57 g. of 5-(p-fluorophenyl)-3-hydrazino-1,2,4-triazine and 20 ml. of ethyl orthoacetate is refluxed for 4 hours, cooled and filtered. The desired product is recovered as a brown solid, m.p. 227.5°-231° C. The reactants are B(Br)(Br)Br (boron tribromide), COC[C@@H](OC=1C=C(OC=2C=CC(=NC2)S(=O)(=O)C)C=C(C1)C=1NC(=CC1)C=1O[C@H](CN1)C)C (5-(3-[(1S)-2-Methoxy-1-methylethoxy]-5-{5-[(5S)-5-methyl-4,5-dihydro-1,3-oxazol-2-yl]-1H-pyrrol-2-yl}phenoxy)-2-(methylsulfonyl)pyridine), [Cl-].[NH4+] (ammonium chloride). Run in C(Cl)Cl (methylene chloride). Run at time 1 hour. Yields the product C[C@H]1CN=C(O1)C1=CC=C(N1)C=1C=C(O[C@H](CO)C)C=C(C1)OC=1C=NC(=CC1)S(=O)(=O)C ((2S)-2-(3-{5-[(5S)-5-Methyl-4,5-dihydro-1,3-oxazol-2-yl]-1H-pyrrol-2-yl}-5-{[6-(methylsulfonyl)pyridin-3-yl]oxy}phenoxy)propan-1-ol). Yield: 81.4%. As a reaction SMILES: C[O:2][CH2:3][C@H:4]([CH3:34])[O:5][C:6]1[CH:7]=[C:8]([CH:20]=[C:21]([C:23]2[NH:24][C:25]([C:28]3[O:29][C@@H:30]([CH3:33])[CH2:31][N:32]=3)=[CH:26][CH:27]=2)[CH:22]=1)[O:9][C:10]1[CH:11]=[CH:12][C:13]([S:16]([CH3:19])(=[O:18])=[O:17])=[N:14][CH:15]=1.B(Br)(Br)Br.[Cl-].[NH4+]>C(Cl)Cl>[CH3:33][C@@H:30]1[O:29][C:28]([C:25]2[NH:24][C:23]([C:21]3[CH:22]=[C:6]([CH:7]=[C:8]([O:9][C:10]4[CH:15]=[N:14][C:13]([S:16]([CH3:19])(=[O:17])=[O:18])=[CH:12][CH:11]=4)[CH:20]=3)[O:5][C@@H:4]([CH3:34])[CH2:3][OH:2])=[CH:27][CH:26]=2)=[N:32][CH2:31]1 |f:2.3|. Procedure details: 5-(3-[(1S)-2-Methoxy-1-methylethoxy]-5-{5-[(5S)-5-methyl-4,5-dihydro-1,3-oxazol-2-yl]-1H-pyrrol-2-yl}phenoxy)-2-(methylsulfonyl)pyridine (310 mg, 0.638 mmol) synthesized in Example (76c) was dissolved in methylene chloride (7.0 mL), and boron tribromide (1.0 mol/L dichloromethane solution, 1.00 mL, 1.0 mmol) was added dropwise at −78° C., followed by stirring at room temperature for 1 hour under nitrogen atmosphere. To this reaction solution, a saturated aqueous ammonium chloride solution (20 mL...